From a dataset of the Open Reaction Database (ORD), a public repository of structured organic reaction records. describe an organic reaction: reactants, conditions, products, and yield The reactants are O=S1CCN(c2nc(Cl)nc3c(NCc4ccco4)ncnc23)CC1, NCCO. The product is O=S1CCN(c2nc(NCCO)nc3c(NCc4ccco4)ncnc23)CC1. Reaction SMILES: [Cl:1][c:2]1[n:3][c:4]([N:19]2[CH2:20][CH2:21][S:22](=[O:25])[CH2:23][CH2:24]2)[c:5]2[c:6]([n:7]1)[c:8]([NH:12][CH2:13][c:14]1[cH:15][cH:16][cH:17][o:18]1)[n:9][cH:10][n:11]2.[OH:26][CH2:27][CH2:28][NH2:29]>>[c:2]1([NH:29][CH2:28][CH2:27][OH:26])[n:3][c:4]([N:19]2[CH2:20][CH2:21][S:22](=[O:25])[CH2:23][CH2:24]2)[c:5]2[c:6]([n:7]1)[c:8]([NH:12][CH2:13][c:14]1[cH:15][cH:16][cH:17][o:18]1)[n:9][cH:10][n:11]2.